Dataset: the Open Reaction Database (ORD), a public repository of structured organic reaction records. Task: describe an organic reaction: reactants, conditions, products, and yield The reactants are COC=1C=C2C3=C(NC2=CC1)CNCC3 (6-methoxy-2,3,4,9-tetrahydro-1H-pyrido[3,4-b]indole), C([O-])([O-])=O.[K+].[K+] (potassium carbonate), BrCCCCC12C(NC=3C=CC=C(C13)CCC2)=O (2a-(4-bromobutyl)-2a,3,4,5-tetrahydro-1H-benz[cd]indol-2-one). Run in CN(C)C=O (DMF). Run at time 8 hour. The product is COC=1C=C2C3=C(NC2=CC1)CN(CC3)CCCCC31C(NC=2C=CC=C(C32)CCC1)=O (2a-[4-(6-Methoxy-2,3,4,9-tetrahydro-1H-prido[3,4-b]indol-2-yl)-butyl]-2a,3,4,5-tetrahydro-1H-benz[cd]indol-2-one). Isolated yield 88.0%. As a reaction SMILES: [CH3:1][O:2][C:3]1[CH:4]=[C:5]2[C:9](=[CH:10][CH:11]=1)[NH:8][C:7]1[CH2:12][NH:13][CH2:14][CH2:15][C:6]2=1.C(=O)([O-])[O-].[K+].[K+].Br[CH2:23][CH2:24][CH2:25][CH2:26][C:27]12[CH2:38][CH2:37][CH2:36][C:34]3[C:35]1=[C:30]([CH:31]=[CH:32][CH:33]=3)[NH:29][C:28]2=[O:39]>CN(C=O)C>[CH3:1][O:2][C:3]1[CH:4]=[C:5]2[C:9](=[CH:10][CH:11]=1)[NH:8][C:7]1[CH2:12][N:13]([CH2:23][CH2:24][CH2:25][CH2:26][C:27]34[CH2:38][CH2:37][CH2:36][C:34]5[C:35]3=[C:30]([CH:31]=[CH:32][CH:33]=5)[NH:29][C:28]4=[O:39])[CH2:14][CH2:15][C:6]2=1 |f:1.2.3|. Procedure details: A 295 mg (1.46 mmol) portion of 6-methoxy-2,3,4,9-tetrahydro-1H-pyrido[3,4-b]indole and 404 mg (2.91 mmol) of potassium carbonate were added to 7 ml of DMF solution containing 300 mg (0.97 mmol) of 2a-(4-bromobutyl)-2a,3,4,5-tetrahydro-1H-benz[cd]indol-2-one and stirred overnight at room temperature. The reaction solution was extracted with ethyl acetate and washed with water. After drying (Na2SO4), the solvent was removed by evaporation under a reduced pressure and the thus obtained oil was pur...